Dataset: the Open Reaction Database (ORD), a public repository of structured organic reaction records. Task: describe an organic reaction: reactants, conditions, products, and yield Reactants: C(CCC1=CC=CC=C1)=O (hydrocinnamaldehyde), C(C)OC(CC(=O)C(=O)OCC)=O (oxalacetic acid diethyl ester), C(C)OC(\C=C(\C)/N)=O (β-aminocrotonic acid ethyl ester). Run in C(C)O (ethanol). Yields the product C(C=CC1=CC=CC=C1)=O (cinnamaldehyde), C(C)OC(CC(=O)C(=O)OCC)=O (oxalacetic acid diethyl ester), C(C)OC(\C=C(\C)/N)=O (β-aminocrotonic acid ethyl ester). RXN SMILES: [CH:1](=[O:10])[CH2:2][CH2:3][C:4]1[CH:9]=[CH:8][CH:7]=[CH:6][CH:5]=1.[CH2:11]([O:13][C:14](=[O:23])[CH2:15][C:16]([C:18]([O:20][CH2:21][CH3:22])=[O:19])=[O:17])[CH3:12].[CH2:24]([O:26][C:27](=[O:32])/[CH:28]=[C:29](\[NH2:31])/[CH3:30])[CH3:25]>C(O)C>[CH:1](=[O:10])[CH:2]=[CH:3][C:4]1[CH:9]=[CH:8][CH:7]=[CH:6][CH:5]=1.[CH2:11]([O:13][C:14](=[O:23])[CH2:15][C:16]([C:18]([O:20][CH2:21][CH3:22])=[O:19])=[O:17])[CH3:12].[CH2:24]([O:26][C:27](=[O:32])/[CH:28]=[C:29](\[NH2:31])/[CH3:30])[CH3:25]. Procedure: 13.4 g of hydrocinnamaldehyde, 19 g of oxalacetic acid diethyl ester and 13 g of β-aminocrotonic acid ethyl ester in 40 ccs of ethanol are heated to the boil for several hours and subsequently evaporated in vacuo. Oil (yelloworange). a) In the same manner, 13.2 g of cinnamaldehyde, 19 g of oxalacetic acid diethyl ester and 13 g of β-aminocrotonic acid ethyl ester in 40 ccs of ethanol yield 2-methyl-4-styrryl1,4-dihydropyridine-3,5,6-tricarboxylic acid triethyl ester as an oil. The reactants are Cl (hydrochloric acid), NC1=NC=C(C(=C1)C)C#N (2-amino-5-cyano-4-methylpyridine). Reagents/catalysts: [Pd] (palladium-on-charcoal). The solvent is C(C)O (ethanol), CO (methanol). Yields the product Cl.Cl.NC1=NC=C(C(=C1)C)CN (2-Amino-5-aminomethyl-4-methylpyridine dihydrochloride). RXN SMILES: [NH2:1][C:2]1[CH:7]=[C:6]([CH3:8])[C:5]([C:9]#[N:10])=[CH:4][N:3]=1.[ClH:11]>C(O)C.CO.[Pd]>[ClH:11].[ClH:11].[NH2:1][C:2]1[CH:7]=[C:6]([CH3:8])[C:5]([CH2:9][NH2:10])=[CH:4][N:3]=1 |f:5.6.7|. Procedure details: A solution of 2-amino-5-cyano-4-methylpyridine (200 mg, 1.50 mmol) in a mixture of ethanol (17 mL) and methanol (7 mL) was hydrogenated for 48 h at atmospheric pressure in the presence of 1N hydrochloric acid (3 mL) and 10% palladium-on-charcoal (50 mg). The catalyst was removed by filtration through Celite, the filter washed with methanol, and the combined filtrate and washings evaporated. Crystallization from chloroform-methanol afforded pure title compound; yield 98 mg (31%). Reactants: [Br-], [Br-], [Br-], C1CCOC1, C[N+](C)(C)c1ccccc1, CCC(=O)c1cccc2ccccc12, C[N+](C)(C)c1ccccc1, C[N+](C)(C)c1ccccc1. Yields the product CC(Br)C(=O)c1cccc2ccccc12. As a reaction SMILES: [Br-:15].[Br-:16].[Br-:17].[O:48]1[CH2:49][CH2:50][CH2:51][CH2:52]1.[c:18]1([N+:19]([CH3:20])([CH3:21])[CH3:22])[cH:23][cH:24][cH:25][cH:26][cH:27]1.[c:1]1([C:11]([CH2:12][CH3:13])=[O:14])[cH:2][cH:3][cH:4][c:5]2[cH:6][cH:7][cH:8][cH:9][c:10]12.[c:28]1([N+:29]([CH3:30])([CH3:31])[CH3:32])[cH:33][cH:34][cH:35][cH:36][cH:37]1.[c:38]1([N+:39]([CH3:40])([CH3:41])[CH3:42])[cH:43][cH:44][cH:45][cH:46][cH:47]1>>[c:1]1([C:11]([CH:12]([CH3:13])[Br:15])=[O:14])[cH:2][cH:3][cH:4][c:5]2[cH:6][cH:7][cH:8][cH:9][c:10]12. Starting materials: saturated solution, C(\C=C\C(=O)O)(=O)O (fumaric acid), C1(=CC=C(C=C1)C=1N(C=CC1)CCNC(C)=O)C (N-[2-(2-p-Tolylpyrrol-1-yl)ethyl]acetamide), P(=O)(Cl)(Cl)Cl (phosphorus oxychloride), [OH-].[Na+] (sodium hydroxide), [OH-].[Na+] (sodium hydroxide). Run in C(C)O (ethanol), O (water). Reaction conditions: time 0.5 hour. The product is C(\C=C\C(=O)O)(=O)O.CC=1C=2N(CCN1)C(=CC2)C2=CC=C(C=C2)C (3,4-dihydro-1-methyl-6-p-tolylpyrrolo[1,2-a]pyrazine fumarate). Yield: 68.0%. As a reaction SMILES: [C:1]1([CH3:18])[CH:6]=[CH:5][C:4]([C:7]2[N:8]([CH2:12][CH2:13][NH:14][C:15](=O)[CH3:16])[CH:9]=[CH:10][CH:11]=2)=[CH:3][CH:2]=1.P(Cl)(Cl)(Cl)=O.[OH-].[Na+].[C:26]([OH:33])(=[O:32])/[CH:27]=[CH:28]/[C:29]([OH:31])=[O:30]>O.C(O)C>[C:26]([OH:33])(=[O:32])/[CH:27]=[CH:28]/[C:29]([OH:31])=[O:30].[CH3:16][C:15]1[C:9]2[N:8]([C:7]([C:4]3[CH:5]=[CH:6][C:1]([CH3:18])=[CH:2][CH:3]=3)=[CH:11][CH:10]=2)[CH2:12][CH2:13][N:14]=1 |f:2.3,7.8|. Procedure: N-[2-(2-p-Tolylpyrrol-1-yl)ethyl]acetamide (3.9 g) was treated with 20 ml of phosphorus oxychloride under argon and boiled for 1/2 hour while stirring. The reaction mixture was hydrolyzed at 0° C. with 100 ml of 2N sodium hydroxide solution and 100 ml of 28% sodium hydroxide solution, diluted with 1000 ml of water and extracted with methylene chloride (1×200 ml, 2×100 ml). The organic extracts were combined, dried with MgSO4 and freed from solvent. 1.7 g of a total of 3.5 g of crude product were...